describe an organic reaction: reactants, conditions, products, and yield From a dataset of the Open Reaction Database (ORD), a public repository of structured organic reaction records. Reactants: C(C)(=O)OCCOC=1C=C2C(N(C(=NC2=CC1)CCC)CC1=CC=C(C=C1)C1=C(C=CC=C1)C1=NN=NN1COC)=O (6-(2-acetoxyethyloxy)-3-[[2'-(N-methoxymethyltetrazol-5-yl)biphenyl-4-yl]methyl]-2-propyl-4(3H)-quinazolinone), C1CCOC1 (THF), [OH-].[Na+] (sodium hydroxide), Cl (hydrochloric acid). The solvent is CO (methanol). Run at time 1 hour. Product: OCCOC=1C=C2C(N(C(=NC2=CC1)CCC)CC1=CC=C(C=C1)C1=C(C=CC=C1)C1=NN=NN1COC)=O (6-(2-Hydroxyethyloxy)-3-[[2'-(N-methoxymethyltetrazol-5-yl)biphenyl-4-yl]methyl]-2-propyl-4(3H)-quinazolinone). As a reaction SMILES: C([O:4][CH2:5][CH2:6][O:7][C:8]1[CH:9]=[C:10]2[C:15](=[CH:16][CH:17]=1)[N:14]=[C:13]([CH2:18][CH2:19][CH3:20])[N:12]([CH2:21][C:22]1[CH:27]=[CH:26][C:25]([C:28]3[CH:33]=[CH:32][CH:31]=[CH:30][C:29]=3[C:34]3[N:38]([CH2:39][O:40][CH3:41])[N:37]=[N:36][N:35]=3)=[CH:24][CH:23]=1)[C:11]2=[O:42])(=O)C.C1COCC1.[OH-].[Na+].Cl>CO>[OH:4][CH2:5][CH2:6][O:7][C:8]1[CH:9]=[C:10]2[C:15](=[CH:16][CH:17]=1)[N:14]=[C:13]([CH2:18][CH2:19][CH3:20])[N:12]([CH2:21][C:22]1[CH:23]=[CH:24][C:25]([C:28]3[CH:33]=[CH:32][CH:31]=[CH:30][C:29]=3[C:34]3[N:38]([CH2:39][O:40][CH3:41])[N:37]=[N:36][N:35]=3)=[CH:26][CH:27]=1)[C:11]2=[O:42] |f:2.3|. Reported procedure: A solution of 6-(2-acetoxyethyloxy)-3-[[2'-(N-methoxymethyltetrazol-5-yl)biphenyl-4-yl]methyl]-2-propyl-4(3H)-quinazolinone (0.42 g) in a mixture of methanol (3 ml), THF (2 ml) and 1N aqueous sodium hydroxide (1.5 ml) was stirred at room temperature for 1 hour. After addition of 1N hydrochloric acid (1.5 ml), the reaction mixture was extracted with ethyl acetate and the extract was washed with water, dried and evaporated to dryness. The residue was purified by column chromatography on silica gel... Reactants: [Br-], OB(O)c1ccc(F)cc1, O=C1NCCc2c(-c3ccccc3)[nH]c3cccc1c23. The product is O=C1NCCc2c(-c3ccc(F)cc3)[nH]c3cccc1c23. Reaction SMILES: [Br-:21].[F:22][c:23]1[cH:24][cH:25][c:26]([B:27]([OH:28])[OH:29])[cH:30][cH:31]1.[c:1]1(-[c:7]2[nH:8][c:9]3[cH:10][cH:11][cH:12][c:13]4[c:14]3[c:15]2[CH2:16][CH2:17][NH:18][C:19]4=[O:20])[cH:2][cH:3][cH:4][cH:5][cH:6]1>>[c:1]1(-[c:7]2[nH:8][c:9]3[cH:10][cH:11][cH:12][c:13]4[c:14]3[c:15]2[CH2:16][CH2:17][NH:18][C:19]4=[O:20])[cH:2][cH:3][c:4]([F:22])[cH:5][cH:6]1. Starting materials: C1=CC=CC=C1 (benzene), ClC=1C=C(N)C=CC1C(C)C (3-chloro-4-isopropylaniline), CC1(CC1)C(=O)Cl (1-methylcyclopropanecarboxylic acid chloride). Run in C(C)N(CC)CC (triethylamine). Conditions: time 1 hour. Product: ClC=1C=C(C=CC1C(C)C)NC(=O)C1(CC1)C (N-(3-chloro-4-isopropylphenyl)-1-methylcyclopropanecarboxamide). The yield is 0.0%. Reaction SMILES: C1C=CC=CC=1.[Cl:7][C:8]1[CH:9]=[C:10]([CH:12]=[CH:13][C:14]=1[CH:15]([CH3:17])[CH3:16])[NH2:11].[CH3:18][C:19]1([C:22](Cl)=[O:23])[CH2:21][CH2:20]1>C(N(CC)CC)C>[Cl:7][C:8]1[CH:9]=[C:10]([NH:11][C:22]([C:19]2([CH3:18])[CH2:21][CH2:20]2)=[O:23])[CH:12]=[CH:13][C:14]=1[CH:15]([CH3:17])[CH3:16]. Reported procedure: To 90 ml of benzene were added 1.0 g (5.9/1000 mole) of 3-chloro-4-isopropylaniline, 0.7 g of triethylamine, and 0.8 g (6.8/1000 mole) of 1-methylcyclopropanecarboxylic acid chloride. The mixture was stirred for 1 hour at 5° to 10° C. The precipitated crystals were separated by filtration, and the filtrate was washed with a saturated aqueous solution of sodium hydrogen carbonate and dried over anhydrous sodium sulfate. The resulting dried filtrate was concentrated by an evaporator. The resulting...